This data is from the Open Reaction Database (ORD), a public repository of structured organic reaction records. The task is: describe an organic reaction: reactants, conditions, products, and yield Starting materials: [Al+3], CCOCC, [H-], [H-], [H-], [H-], [Li+], COc1ccc(F)c(F)c1C(=O)c1cnc(NC2CCN(S(=O)(=O)CCCCl)CC2)nc1N, NC(CCO)CCO. Yields the product COc1ccc(F)c(F)c1C(=O)c1cnc(NC2CCN(S(=O)(=O)CCCNC(CCO)CCO)CC2)nc1N. As a reaction SMILES: [Al+3:43].[CH3:48][CH2:49][O:50][CH2:51][CH3:52].[H-:42].[H-:45].[H-:46].[H-:47].[Li+:44].[NH2:1][c:2]1[n:3][c:4]([NH:20][CH:21]2[CH2:22][CH2:23][N:24]([S:27](=[O:28])(=[O:29])[CH2:30][CH2:31][CH2:32][Cl:33])[CH2:25][CH2:26]2)[n:5][cH:6][c:7]1[C:8](=[O:9])[c:10]1[c:11]([F:19])[c:12]([F:18])[cH:13][cH:14][c:15]1[O:16][CH3:17].[NH2:34][CH:35]([CH2:36][CH2:37][OH:38])[CH2:39][CH2:40][OH:41]>>[NH2:1][c:2]1[n:3][c:4]([NH:20][CH:21]2[CH2:22][CH2:23][N:24]([S:27](=[O:28])(=[O:29])[CH2:30][CH2:31][CH2:32][NH:34][CH:35]([CH2:36][CH2:37][OH:38])[CH2:39][CH2:40][OH:41])[CH2:25][CH2:26]2)[n:5][cH:6][c:7]1[C:8](=[O:9])[c:10]1[c:11]([F:19])[c:12]([F:18])[cH:13][cH:14][c:15]1[O:16][CH3:17]. Reactants: COC(OC)N(C)C, COC(=O)CC(=O)C1CC1, ClC(Cl)Cl. The product is COC(=O)C(=CN(C)C)C(=O)C1CC1. As a reaction SMILES: [CH3:11][O:12][CH:13]([N:14]([CH3:15])[CH3:16])[O:17][CH3:18].[CH3:1][O:2][C:3]([CH2:4][C:5](=[O:6])[CH:7]1[CH2:8][CH2:9]1)=[O:10].[Cl:19][CH:20]([Cl:21])[Cl:22]>>[CH3:1][O:2][C:3]([C:4]([C:5](=[O:6])[CH:7]1[CH2:8][CH2:9]1)=[CH:13][N:14]([CH3:15])[CH3:16])=[O:10]. The reactants are C(C)(C)(C)OC(=O)N1CC2=C(N3C(=NN=C3C1)C1CCC(CC1)=O)C=CC(=C2)Cl (8-chloro-1-(4-oxo-cyclohexyl)-4H,6H-2,3,5,10b-tetraaza-benzo[e]azulene-5-carboxylic acid tert-butyl ester), C1(=CC=CC=C1)[Mg]Cl (phenyl magnesium chloride). Run in O1CCCC1 (tetrahydrofuran), O1CCCC1 (tetrahydrofuran). Reaction conditions: time 2 hour. Yields the product C(C)(C)(C)OC(=O)N1CC2=C(N3C(=NN=C3C1)C1CCC(CC1)(C1=CC=CC=C1)O)C=CC(=C2)Cl (8-Chloro-1-(4-hydroxy-4-phenyl-cyclohexyl)-4H,6H-2,3,5,10b-tetraaza-benzo[e]azulene-5-carboxylic acid tert-butyl ester). Yield: 42.0%. RXN SMILES: [C:1]([O:5][C:6]([N:8]1[CH2:17][C:16]2[N:12]([C:13]([CH:18]3[CH2:23][CH2:22][C:21](=[O:24])[CH2:20][CH2:19]3)=[N:14][N:15]=2)[C:11]2[CH:25]=[CH:26][C:27]([Cl:29])=[CH:28][C:10]=2[CH2:9]1)=[O:7])([CH3:4])([CH3:3])[CH3:2].[C:30]1([Mg]Cl)[CH:35]=[CH:34][CH:33]=[CH:32][CH:31]=1>O1CCCC1>[C:1]([O:5][C:6]([N:8]1[CH2:17][C:16]2[N:12]([C:13]([CH:18]3[CH2:19][CH2:20][C:21]([OH:24])([C:30]4[CH:35]=[CH:34][CH:33]=[CH:32][CH:31]=4)[CH2:22][CH2:23]3)=[N:14][N:15]=2)[C:11]2[CH:25]=[CH:26][C:27]([Cl:29])=[CH:28][C:10]=2[CH2:9]1)=[O:7])([CH3:4])([CH3:2])[CH3:3]. Procedure details: To a solution of 8-chloro-1-(4-oxo-cyclohexyl)-4H,6H-2,3,5,10b-tetraaza-benzo[e]azulene-5-carboxylic acid tert-butyl ester (0.19 g, 0.46 mmol) in dry tetrahydrofuran (5 ml) was added a 2M phenyl magnesium chloride solution in tetrahydrofuran (0.24 ml, 0.48 mmol) at room temperature. After stirring for 2 h the reaction mixture was quenched with aqueous saturated ammonium chloride solution and extracted with three portions of tert-butyl methyl ether. The combined organic layers were washed with on... Reactants: Cl (HCl), CC1(OCC(O1)CN1C(C(CC2=CC=CC=C12)NC(=O)C1=CC2=C(N1)SC(=C2)Cl)=O)C (N-{1-(2,2-dimethyl-1,3-dioxolan-4-ylmethyl)-2-oxo-1,2,3,4-tetrahydroquinolin-3-yl}-2-chloro-6H-thieno[2,3-b]pyrrole-5-carboxamide). Run in C1CCOC1 (THF). Reaction conditions: time 4 hour. The product is ClC1=CC2=C(NC(=C2)C(=O)NC2C(N(C3=CC=CC=C3C2)CC(CO)O)=O)S1 (2-Chloro-N-[1-(2,3-dihydroxypropyl)-2-oxo-1,2,3,4-tetrahydroquinolin-3-yl]-6H-thieno[2,3-b]pyrrole-5-carboxamide). Yield: 8.3%. Reaction SMILES: Cl.CC1(C)[O:7][CH:6]([CH2:8][N:9]2[C:18]3[C:13](=[CH:14][CH:15]=[CH:16][CH:17]=3)[CH2:12][CH:11]([NH:19][C:20]([C:22]3[NH:26][C:25]4[S:27][C:28]([Cl:30])=[CH:29][C:24]=4[CH:23]=3)=[O:21])[C:10]2=[O:31])[CH2:5][O:4]1>C1COCC1>[Cl:30][C:28]1[S:27][C:25]2[NH:26][C:22]([C:20]([NH:19][CH:11]3[CH2:12][C:13]4[C:18](=[CH:17][CH:16]=[CH:15][CH:14]=4)[N:9]([CH2:8][CH:6]([OH:7])[CH2:5][OH:4])[C:10]3=[O:31])=[O:21])=[CH:23][C:24]=2[CH:29]=1. Reported procedure: 6M Aqueous HCl (1.47 mL) was added to N-{1-(2,2-dimethyl-1,3-dioxolan-4-ylmethyl)-2-oxo-1,2,3,4-tetrahydroquinolin-3-yl}-2-chloro-6H-thieno[2,3-b]pyrrole-5-carboxamide (Method 3; 340 mg, 7.45 mmol) in THF (14 mL) and the reaction was stirred for 4 h. The reaction was quenched by addition of triethylamine (1.5 mL) then diluted with water (30 mL) and EtOAc (40 mL). The organic layer was separated, dried (MgSO4), filtered and evaporated. The residue was triturated with hot Et2O (10 mL) and after co... Reactants: N#Cc1ccccc1OCC1CO1, NCCN, C1CCOC1. The product is N#Cc1ccccc1OCC(O)CNCCN. Reaction SMILES: [C:1](#[N:2])[c:3]1[c:4]([O:5][CH2:6][CH:7]2[CH2:8][O:9]2)[cH:10][cH:11][cH:12][cH:13]1.[NH2:14][CH2:15][CH2:16][NH2:17].[O:18]1[CH2:19][CH2:20][CH2:21][CH2:22]1>>[C:1](#[N:2])[c:3]1[c:4]([O:5][CH2:6][CH:7]([CH2:8][NH:14][CH2:15][CH2:16][NH2:17])[OH:9])[cH:10][cH:11][cH:12][cH:13]1. The reactants are ClC1=CC=C(C=C1)N1CCNCC1 (1-(4-chloro-phenyl)-piperazine), COC(=O)C1CC2=CC=CC(=C2C1)S(=O)(=O)Cl (4-chlorosulfonyl-indan-2-carboxylic acid methyl ester). The product is ClC1=CC=C(C=C1)N1CCN(CC1)S(=O)(=O)C1=C2CC(CC2=CC=C1)C(=O)O (4-[4-(4-chloro-phenyl)-piperazine-1-sulfonyl]-indan-2-carboxylic acid). Reaction SMILES: [Cl:1][C:2]1[CH:7]=[CH:6][C:5]([N:8]2[CH2:13][CH2:12][NH:11][CH2:10][CH2:9]2)=[CH:4][CH:3]=1.C[O:15][C:16]([CH:18]1[CH2:26][C:25]2[C:20](=[CH:21][CH:22]=[CH:23][C:24]=2[S:27](Cl)(=[O:29])=[O:28])[CH2:19]1)=[O:17]>>[Cl:1][C:2]1[CH:3]=[CH:4][C:5]([N:8]2[CH2:13][CH2:12][N:11]([S:27]([C:24]3[CH:23]=[CH:22][CH:21]=[C:20]4[C:25]=3[CH2:26][CH:18]([C:16]([OH:17])=[O:15])[CH2:19]4)(=[O:29])=[O:28])[CH2:10][CH2:9]2)=[CH:6][CH:7]=1. Reported procedure: The compound 4-[4-(4-chloro-phenyl)-piperazine-1-sulfonyl]-indan-2-carboxylic acid was prepared from 1-(4-chloro-phenyl)-piperazine and 4-chlorosulfonyl-indan-2-carboxylic acid methyl ester following the procedure outlined in Example 79. 1H NMR (400 MHz, DMSO-d6): 7.58 (d, 1H), 7.56 (d, 1H), 7.43 (t, 1H), 7.23 (d, 2H), 6.92 (d, 2H), 3.50-3.41 (m, 2H), 3.40-3.29 (m, 1H), 3.28-3.13 (m, 6H), 3.12-3.04 (m, 4H); MS (ESI): 420.9 (M+H).